From a dataset of the Open Reaction Database (ORD), a public repository of structured organic reaction records. describe an organic reaction: reactants, conditions, products, and yield Run in C1(=CC=CC=C1)C (toluene). RXN SMILES: Br[C:2]1[CH:11]=[C:10]([F:12])[CH:9]=[CH:8][C:3]=1[C:4]([O:6][CH3:7])=[O:5].[C:13]1([OH:19])[CH:18]=[CH:17][CH:16]=[CH:15][CH:14]=1.C(=O)([O-])[O-].[Cs+].[Cs+].C(OCC)(=O)C>C1(C)C=CC=CC=1>[F:12][C:10]1[CH:9]=[CH:8][C:3]([C:4]([O:6][CH3:7])=[O:5])=[C:2]([O:19][C:13]2[CH:18]=[CH:17][CH:16]=[CH:15][CH:14]=2)[CH:11]=1 |f:2.3.4|. The reactants are BrC1=C(C(=O)OC)C=CC(=C1)F (Methyl 2-bromo-4-fluorobenzoate), C1(=CC=CC=C1)O (phenol), C([O-])([O-])=O.[Cs+].[Cs+] (cesium carbonate), C(C)(=O)OCC (ethyl acetate). The product is FC1=CC(=C(C(=O)OC)C=C1)OC1=CC=CC=C1 (methyl 4-fluoro-2-phenoxybenzoate). Procedure details: Methyl 2-bromo-4-fluorobenzoate (1 g), phenol (0.565 g), cesium carbonate (1.96 g), copper(I) triflate toluene complex (0.087 g), and ethyl acetate (0.034 mL) in toluene (12 mL) was stirred at 110° C. for 24 hours. The reaction was cooled and chromatographed on silica gel with 5% ethyl acetate/hexanes.